Dataset: the Open Reaction Database (ORD), a public repository of structured organic reaction records. Task: describe an organic reaction: reactants, conditions, products, and yield Starting materials: C(C)C=1SC(=C(N1)CO)C ((2-ethyl-5-methyl-1,3-thiazol-4-yl)methanol), S(=O)(Cl)Cl (thionyl chloride). The solvent is C1(=CC=CC=C1)C (toluene). Yields the product ClCC=1N=C(SC1C)CC (4-chloromethyl-2-ethyl-5-methyl-1,3-thiazole). Isolated yield 84.7%. RXN SMILES: [CH2:1]([C:3]1[S:4][C:5]([CH3:10])=[C:6]([CH2:8]O)[N:7]=1)[CH3:2].S(Cl)([Cl:13])=O>C1(C)C=CC=CC=1>[Cl:13][CH2:8][C:6]1[N:7]=[C:3]([CH2:1][CH3:2])[S:4][C:5]=1[CH3:10]. Procedure details: To a solution of (2-ethyl-5-methyl-1,3-thiazol-4-yl)methanol (3.7 g) in toluene (200 mL) was added thionyl chloride (8.5 g) at room temperature, and the mixture was heated under reflux for 30 min. The solvent was evaporated under reduced pressure, saturated aqueous sodium hydrogen carbonate was added to the residue and the mixture was extracted with ethyl acetate. The ethyl acetate layer was washed with saturated brine, dried over anhydrous magnesium sulfate and concentrated. The residue was sub... The reactants are C(C)B(C=1C=NC=CC1)CC (diethyl-(3-pyridyl)-borane), C(C)(=O)C(CCCC1=CC=CC=C1)N1N=CC2=C1N=C(NC2=O)CC2=CC=C(C=C2)Br (1-(1-acetyl-4-phenyl-butyl)-6-(4-bromo-benzyl)-1,5-dihydro-pyrazolo[3,4-d]pyrimidin-4-one), C(C)B(C=1C=NC=CC1)CC (diethyl-(3-pyridyl)-borane), C(=O)([O-])[O-].[Na+].[Na+] (Na2CO3). Reagents/catalysts: C=1C=CC(=CC1)[P](C=2C=CC=CC2)(C=3C=CC=CC3)[Pd]([P](C=4C=CC=CC4)(C=5C=CC=CC5)C=6C=CC=CC6)([P](C=7C=CC=CC7)(C=8C=CC=CC8)C=9C=CC=CC9)[P](C=1C=CC=CC1)(C=1C=CC=CC1)C=1C=CC=CC1 (tetrakistriphenylphosphine-palladium), C=1C=CC(=CC1)[P](C=2C=CC=CC2)(C=3C=CC=CC3)[Pd]([P](C=4C=CC=CC4)(C=5C=CC=CC5)C=6C=CC=CC6)([P](C=7C=CC=CC7)(C=8C=CC=CC8)C=9C=CC=CC9)[P](C=1C=CC=CC1)(C=1C=CC=CC1)C=1C=CC=CC1 (tetrakistriphenylphosphine-palladium). The solvent is C1CCOC1 (THF). Conditions: temperature 70 celsius, time 1 hour. The product is C(C)(=O)C(CCCC1=CC=CC=C1)N1N=CC2=C1N=C(NC2=O)CC2=CC=C(C=C2)C=2C=NC=CC2 (1-(1-Acetyl-4-phenyl-butyl)-6-(4-(3-pyridyl)-benzyl)-1,5-dihydro-pyrazolo[3,4-d]pyrimidin-4-one). Isolated yield 62.3%. RXN SMILES: C(B(CC)[C:4]1[CH:5]=[N:6][CH:7]=[CH:8][CH:9]=1)C.[C:12]([CH:15]([N:25]1[C:29]2[N:30]=[C:31]([CH2:35][C:36]3[CH:41]=[CH:40][C:39](Br)=[CH:38][CH:37]=3)[NH:32][C:33](=[O:34])[C:28]=2[CH:27]=[N:26]1)[CH2:16][CH2:17][CH2:18][C:19]1[CH:24]=[CH:23][CH:22]=[CH:21][CH:20]=1)(=[O:14])[CH3:13].C([O-])([O-])=O.[Na+].[Na+]>C1COCC1.C1C=CC([P]([Pd]([P](C2C=CC=CC=2)(C2C=CC=CC=2)C2C=CC=CC=2)([P](C2C=CC=CC=2)(C2C=CC=CC=2)C2C=CC=CC=2)[P](C2C=CC=CC=2)(C2C=CC=CC=2)C2C=CC=CC=2)(C2C=CC=CC=2)C2C=CC=CC=2)=CC=1>[C:12]([CH:15]([N:25]1[C:29]2[N:30]=[C:31]([CH2:35][C:36]3[CH:37]=[CH:38][C:39]([C:4]4[CH:5]=[N:6][CH:7]=[CH:8][CH:9]=4)=[CH:40][CH:41]=3)[NH:32][C:33](=[O:34])[C:28]=2[CH:27]=[N:26]1)[CH2:16][CH2:17][CH2:18][C:19]1[CH:20]=[CH:21][CH:22]=[CH:23][CH:24]=1)(=[O:14])[CH3:13] |f:2.3.4,^1:57,59,78,97|. Procedure: 71 mg (0.48 mmol) of diethyl-(3-pyridyl)-borane and 16 mg of tetrakistriphenylphosphine-palladium are added under argon to a solution of 177 mg (0.37 mmol) of 1-(1-acetyl-4-phenyl-butyl)-6-(4-bromo-benzyl)-1,5-dihydro-pyrazolo[3,4-d]pyrimidin-4-one in 4 ml of THF, and the mixture is stirred for one hour at 70° C. After 0.522 ml of 2 N Na2CO3 solution have been added, the mixture is stirred for a further 4 hours at 70° C., a further 27 mg (0.185 mmol) of diethyl-(3-pyridyl)-borane and 16 mg of te... Reactants: 5b, C(C1=CC=CC=C1)(=O)OOC(C1=CC=CC=C1)=O (benzoyl peroxide), CN1CC2=CC=CC=C2C(C1)=O (2-methyl-2,3-dihydro-4(1H)-isoquinolone), C1CC(=O)N(C1=O)Br (NBS), C1[C@H]2C3=C(CC4=C2C(=CC=C4)CN1)C(=C(C=C3)O)O (dinapsoline), OC1=C2CC=3C=4C(CNCC4C=CC3)C2=CC=C1O ((±)-8,9-dihydroxy-2,3,7,11b-tetrahydro-1H-naphtho[1,2,3-de]isoquinoline), C(C)OC(=O)C=1C(=CC=CC1)C (ethyl-o-toluate). Yields the product C1[C@H]2C3=C(CC4=C2C(=CC=C4)CN1)C(=C(C=C3)O)O (Dinapsoline), C(C)OC(CNC)=O (sarcosine ethyl ester), compound 6. RXN SMILES: [OH:1][C:2]1[C:18]([OH:19])=[CH:17][CH:16]=[C:15]2[C:3]=1[CH2:4][C:5]1[C:6]3[CH:7]2[CH2:8][NH:9][CH2:10][C:11]=3[CH:12]=[CH:13][CH:14]=1.C1NCC2=CC=CC3=C2[C@@H]1C1C=C[C:34]([OH:37])=[C:33](O)C=1C3.C[N:40]1[CH2:49][C:48](=[O:50])C2C(=CC=CC=2)[CH2:41]1.C(OC(C1C(C)=CC=CC=1)=O)C.C1C(=O)N(Br)C(=O)C1.C(OOC(=O)C1C=CC=CC=1)(=O)C1C=CC=CC=1>>[CH2:8]1[NH:9][CH2:10][C:11]2=[CH:12][CH:13]=[CH:14][C:5]3=[C:6]2[C@@H:7]1[C:15]1[CH:16]=[CH:17][C:18]([OH:19])=[C:2]([OH:1])[C:3]=1[CH2:4]3.[CH2:34]([O:37][C:48](=[O:50])[CH2:49][NH:40][CH3:41])[CH3:33]. Procedure: One compound provided in accordance with the present invention is (±)-8,9-dihydroxy-2,3,7,11b-tetrahydro-1H-naphtho[1,2,3-de]isoquinoline denominated hereinafter as "dinapsoline." Dinapsoline is synthesized from 2-methyl-2,3-dihydro-4(1H)-isoquinolone according to the procedure depicted generally in FIGS. 1 and 2. Side chain bromination of ethyl-o-toluate (5a) with NBS in the presence of benzoyl peroxide produced compound 5b. Alkylation of sarcosine ethyl ester with compound 5b afforded compound... The reactants are C(=S)=S (Carbon disulfide), NC=1SC(=NN1)C(F)(F)F (2-amino-5-trifluoromethyl-1,3,4-thiadiazole), BrCCC(=C(F)F)F (4-bromo-1,1,2-trifluoro-1-butene). Solvent: CS(=O)C (dimethyl sulfoxide). Run at time 3 hour. Yields the product FC(C1=NN=C(S1)NC(SCCC(=C(F)F)F)=S)(F)F ((3,4,4-trifluoro-3-butenyl) N-(5-trifluoromethyl-1,3,4-thiadiazol-2-yl)-dithiocarbamate). Yield: 33.4%. As a reaction SMILES: [C:1](=[S:3])=[S:2].[NH2:4][C:5]1[S:6][C:7]([C:10]([F:13])([F:12])[F:11])=[N:8][N:9]=1.Br[CH2:15][CH2:16][C:17]([F:21])=[C:18]([F:20])[F:19]>CS(C)=O>[F:11][C:10]([F:13])([F:12])[C:7]1[S:6][C:5]([NH:4][C:1](=[S:3])[S:2][CH2:15][CH2:16][C:17]([F:21])=[C:18]([F:20])[F:19])=[N:9][N:8]=1. Reported procedure: Carbon disulfide (5.78 grams, 0.076 mole) was added to a stirred solution of 2-amino-5-trifluoromethyl-1,3,4-thiadiazole (12.0 grams, 0.071 mole) in dimethyl sulfoxide (36 ml) under a nitrogen atmosphere. The reaction mixture was stirred for three hours at ambient temperature, then cooled to 0° C. at which time 4-bromo-1,1,2-trifluoro-1-butene (16.8 grams, 0.088 mole) was added dropwise. The reaction mixture was stirred at ambient temperature overnight. Crystals that had formed were collected by... The reactants are NC1CCN(CC1)CCCC(=O)C1=CC=C(C=C1)Cl (4-amino-1-(4-p-chlorophenyl-4-oxobutyl)piperidine), C1(=CC=CC=C1)S(=O)(=O)Cl (benzenesulphonyl chloride). Yields the product C1(=CC=CC=C1)S(=O)(=O)NC1CCN(CC1)CCCC(=O)C1=CC=C(C=C1)Cl (4-Benzenesulphonamido-1-(4-p-chlorophenyl-4-oxobutyl)piperidine). As a reaction SMILES: [NH2:1][CH:2]1[CH2:7][CH2:6][N:5]([CH2:8][CH2:9][CH2:10][C:11]([C:13]2[CH:18]=[CH:17][C:16]([Cl:19])=[CH:15][CH:14]=2)=[O:12])[CH2:4][CH2:3]1.[C:20]1([S:26](Cl)(=[O:28])=[O:27])[CH:25]=[CH:24][CH:23]=[CH:22][CH:21]=1>>[C:20]1([S:26]([NH:1][CH:2]2[CH2:7][CH2:6][N:5]([CH2:8][CH2:9][CH2:10][C:11]([C:13]3[CH:18]=[CH:17][C:16]([Cl:19])=[CH:15][CH:14]=3)=[O:12])[CH2:4][CH2:3]2)(=[O:28])=[O:27])[CH:25]=[CH:24][CH:23]=[CH:22][CH:21]=1. Reported procedure: Using an analogous procedure to Example 2 4-amino-1-(4-p-chlorophenyl-4-oxobutyl)piperidine may be reacted with benzenesulphonyl chloride to give the title compound. Starting materials: ClC1=C(C=CC(=C1)Cl)C(=C)C=1NC2=CC=CC=C2C1 (2-[1-(2,4-dichlorophenyl)vinyl]indole), C1(=CC=CC=C1)N1C(C=CC1=O)=O (N-phenylmaleimide). Run in C=1(C(=CC=CC1)C)C (xylene). Yields the product C1(=CC=CC=C1)N1C(=O)C2CC(C=3NC4=CC=CC=C4C3C2C1=O)C1=C(C=C(C=C1)Cl)Cl (N-phenyl-1-(2,4-dichlorophenyl)-1,2,3,4-tetrahydro-carbazole-3,4-dicarboximide). The yield is 50.0%. RXN SMILES: [Cl:1][C:2]1[CH:7]=[C:6]([Cl:8])[CH:5]=[CH:4][C:3]=1[C:9]([C:11]1[NH:12][C:13]2[C:18]([CH:19]=1)=[CH:17][CH:16]=[CH:15][CH:14]=2)=[CH2:10].[C:20]1([N:26]2[C:30](=[O:31])[CH:29]=[CH:28][C:27]2=[O:32])[CH:25]=[CH:24][CH:23]=[CH:22][CH:21]=1>C1(C)C(C)=CC=CC=1>[C:20]1([N:26]2[C:30](=[O:31])[CH:29]3[CH:28]([CH2:10][CH:9]([C:3]4[CH:4]=[CH:5][C:6]([Cl:8])=[CH:7][C:2]=4[Cl:1])[C:11]4[NH:12][C:13]5[C:18]([C:19]=43)=[CH:17][CH:16]=[CH:15][CH:14]=5)[C:27]2=[O:32])[CH:21]=[CH:22][CH:23]=[CH:24][CH:25]=1. Reported procedure: 7 ml of xylene was added to a mixture of 1.5 g of 2-[1-(2,4-dichlorophenyl)vinyl]indole and 1.0 g of N-phenylmaleimide. The resulting mixture was refluxed for 1 hour. The solvent was removed by distillation under reduced pressure. The residue was recrystallized from isopropyl alcohol to obtain 1.2 g (yield: 50%) of N-phenyl-1-(2,4-dichlorophenyl)-1,2,3,4-tetrahydro-carbazole-3,4-dicarboximide as colorless crystal. The reactants are OCCN1C(N2C3=C(C=CC=C3SC=3C=CC(=CC23)C(F)(F)F)C1=O)=O (2-(2-hydroxyethyl)-10-trifluoromethyl-1H-pyrimido[5,4,3-kl]phenothiazine-1,3(2H)-dione), ClC1=CC(=CC=C1)C(=O)OO (m-chloroperbenzoic acid). Yields the product OCCN1C(N2C3=C(C=CC=C3S(C=3C=CC(=CC23)C(F)(F)F)=O)C1=O)=O (2-(2-Hydroxyethyl)-10-trifluoromethyl-1H-pyrimido[5,4,3-kl]phenothiazine-1,3(2H)-dione-7-oxide). Reaction SMILES: [OH:1][CH2:2][CH2:3][N:4]1[C:24](=[O:25])[C:8]2[CH:9]=[CH:10][CH:11]=[C:12]3[S:13][C:14]4[CH:15]=[CH:16][C:17]([C:20]([F:23])([F:22])[F:21])=[CH:18][C:19]=4[N:6]([C:7]=23)[C:5]1=[O:26].ClC1C=CC=C(C(OO)=[O:35])C=1>>[OH:1][CH2:2][CH2:3][N:4]1[C:24](=[O:25])[C:8]2[CH:9]=[CH:10][CH:11]=[C:12]3[S:13](=[O:35])[C:14]4[CH:15]=[CH:16][C:17]([C:20]([F:21])([F:22])[F:23])=[CH:18][C:19]=4[N:6]([C:7]=23)[C:5]1=[O:26]. Reported procedure: When 2-(2-hydroxyethyl)-10-trifluoromethyl-1H-pyrimido[5,4,3-kl]phenothiazine-1,3(2H)-dione was oxidized with m-chloroperbenzoic acid as described in the procedure of Example 6, the title compound was obtained, m.p. 205-206° (ethanol).